This data is from the Open Reaction Database (ORD), a public repository of structured organic reaction records. The task is: describe an organic reaction: reactants, conditions, products, and yield Starting materials: CSC1=NC=C(C(N1)=O)C (2-methylthio-5-methyl-4-pyrimidone), CN(C)CC1=CC=C(O1)CSCCN (2-(5-dimethylaminomethyl-2-furylmethylthio)ethylamine). The solvent is N1=CC=CC=C1 (pyridine). Product: CN(C)CC1=CC=C(O1)CSCCNC1=NC=C(C(N1)=O)C (2-[2-(5-dimethylaminomethyl-2-furylmethylthio)ethylamino]-5-methyl-4-pyrimidone). As a reaction SMILES: CS[C:3]1[NH:8][C:7](=[O:9])[C:6]([CH3:10])=[CH:5][N:4]=1.[CH3:11][N:12]([CH2:14][C:15]1[O:19][C:18]([CH2:20][S:21][CH2:22][CH2:23][NH2:24])=[CH:17][CH:16]=1)[CH3:13]>N1C=CC=CC=1>[CH3:13][N:12]([CH2:14][C:15]1[O:19][C:18]([CH2:20][S:21][CH2:22][CH2:23][NH:24][C:3]2[NH:8][C:7](=[O:9])[C:6]([CH3:10])=[CH:5][N:4]=2)=[CH:17][CH:16]=1)[CH3:11]. Reported procedure: Reaction of 2-methylthio-5-methyl-4-pyrimidone with one equivalent of 2-(5-dimethylaminomethyl-2-furylmethylthio)ethylamine by boiling under reflux in pyridine for 48 hours gives 2-[2-(5-dimethylaminomethyl-2-furylmethylthio)ethylamino]-5-methyl-4-pyrimidone. Reactants: C[Si](C)(C)N=[N+]=[N-] (trimethylsilyl azide), C(CCC)[Sn](CCCC)=O (dibutyltin oxide), CC1=CC=C(C=C1)C1=C(C=CC=C1)C#N (4-methyl-2'-cyanobiphenyl). Run in C1(=CC=CC=C1)C (toluene). The product is CC1=CC=C(C=C1)C1=C(C=CC=C1)C1=NN=NN1 (4-Methyl-2'-[1H-tetrazol-5-yl]biphenyl). The yield is 94.5%. RXN SMILES: [CH3:1][C:2]1[CH:7]=[CH:6][C:5]([C:8]2[CH:13]=[CH:12][CH:11]=[CH:10][C:9]=2[C:14]#[N:15])=[CH:4][CH:3]=1.C[Si]([N:20]=[N+:21]=[N-:22])(C)C.C([Sn](=O)CCCC)CCC>C1(C)C=CC=CC=1>[CH3:1][C:2]1[CH:3]=[CH:4][C:5]([C:8]2[CH:13]=[CH:12][CH:11]=[CH:10][C:9]=2[C:14]2[NH:22][N:21]=[N:20][N:15]=2)=[CH:6][CH:7]=1. Procedure: To 4-methyl-2'-cyanobiphenyl (53 mg, 0.274 mmol) dissolved in toluene (0.5 mL) was added trimethylsilyl azide (100 μL, 0.73 mmol) and dibutyltin oxide (74 mg, 0.300 mmol). The reaction mixture was heated at ~105° C. for 91 hours, cooled to ambient temperature, concentrated under reduced pressure and flash chromatographed on silica gel eluting with methanol in methylene chloride to give the title compound (61.2 mg). The 300 MHz 1H NMR spectrum was found to be consistent with the desired product.